From a dataset of the Open Reaction Database (ORD), a public repository of structured organic reaction records. describe an organic reaction: reactants, conditions, products, and yield Reactants: C(#N)C1=CC=C(C=C1)C1C(=C(N(C=2N1N=NN2)C2=CC(=CC=C2)C(F)(F)F)C)C(=O)OCC (Ethyl 7-(4-cyanophenyl)-5-methyl-4-[3-(trifluoromethyl)phenyl]-4,7-dihydrotetrazolo[1,5-a]pyrimidine-6-carboxylate), BrBr (bromine). The solvent is C(Cl)(Cl)Cl (chloroform), C(Cl)(Cl)Cl (chloroform), C(Cl)(Cl)Cl (chloroform). Conditions: time 12 hour. Product: BrCC=1N(C=2N(C(C1C(=O)OCC)C1=CC=C(C=C1)C#N)N=NN2)C2=CC(=CC=C2)C(F)(F)F (Ethyl 5-(bromomethyl)-7-(4-cyanophenyl)-4-[3-(trifluoromethyl)phenyl]-4,7-dihydrotetrazolo-[1,5-a]pyrimidine-6-carboxylate). RXN SMILES: [C:1]([C:3]1[CH:8]=[CH:7][C:6]([CH:9]2[N:14]3[N:15]=[N:16][N:17]=[C:13]3[N:12]([C:18]3[CH:23]=[CH:22][CH:21]=[C:20]([C:24]([F:27])([F:26])[F:25])[CH:19]=3)[C:11]([CH3:28])=[C:10]2[C:29]([O:31][CH2:32][CH3:33])=[O:30])=[CH:5][CH:4]=1)#[N:2].[Br:34]Br>C(Cl)(Cl)Cl>[Br:34][CH2:28][C:11]1[N:12]([C:18]2[CH:23]=[CH:22][CH:21]=[C:20]([C:24]([F:27])([F:26])[F:25])[CH:19]=2)[C:13]2[N:14]([N:15]=[N:16][N:17]=2)[CH:9]([C:6]2[CH:5]=[CH:4][C:3]([C:1]#[N:2])=[CH:8][CH:7]=2)[C:10]=1[C:29]([O:31][CH2:32][CH3:33])=[O:30]. Reported procedure: Ethyl 7-(4-cyanophenyl)-5-methyl-4-[3-(trifluoromethyl)phenyl]-4,7-dihydrotetrazolo[1,5-a]pyrimidine-6-carboxylate (30 mg, 66.1 μmol; Example 70) was dissolved in chloroform (1 ml), and a solution of bromine (3×11.6 mg, 3×72.6 μmol, 3.3 eq.) in chloroform was added a little at a time at 0° C. The mixture was then stirred for 12 h, during which time it slowly warmed to RT. The mixture was then diluted with chloroform and washed with 10% strength sodium thiosulfate solution. The organic phase was ... The product is C(=O)NC1=CC=C2CCCC(C2=C1)=O (7-Formylamino-1-tetralone). Isolated yield 91.0%. Reaction SMILES: [NH2:1][C:2]1[CH:11]=[C:10]2[C:5]([CH2:6][CH2:7][CH2:8][C:9]2=[O:12])=[CH:4][CH:3]=1.[C:13](OC(=O)C)(=[O:15])C>C(O)=O>[CH:13]([NH:1][C:2]1[CH:11]=[C:10]2[C:5]([CH2:6][CH2:7][CH2:8][C:9]2=[O:12])=[CH:4][CH:3]=1)=[O:15]. Conditions: time 10 minute. Solvent: C(=O)O (formic acid), C(=O)O (formic acid). Procedure details: To a solution of 7-amino-1-tetralone (1.70 g, 10.5 mmol) in formic acid (3 ml) was added a mixture of formic acid (8 ml) and acetic anhydride (3 ml), followed by stirring for 10 minutes at room temperature. The reaction mixture was concentrated under reduced pressure. The concentrate was neutralized with a saturated aqueous solution of sodium hydrogencarbonate, which was subjected to extraction with ethyl acetate. The extract solution was washed with brine and dried over anhydrous magnesium sulf... The reactants are NC1=CC=C2CCCC(C2=C1)=O (7-amino-1-tetralone), C(C)(=O)OC(C)=O (acetic anhydride).